Task: describe an organic reaction: reactants, conditions, products, and yield. Dataset: the Open Reaction Database (ORD), a public repository of structured organic reaction records Reactants: C=CC(=O)OC, CC(=O)[CH-]C(C)=O, O=N[O-], NS(=O)(=O)O, COC(=O)c1ccc(Cl)cc1N, [Na+], O, [Pd], O=S(=O)(O)O. Yields the product COC(=O)C=Cc1cc(Cl)ccc1C(=O)OC. As a reaction SMILES: [C:27]([CH:28]=[CH2:29])(=[O:30])[O:31][CH3:32].[CH-:35]([C:36](=[O:37])[CH3:38])[C:39](=[O:40])[CH3:41].[N:1]([O-:2])=[O:3].[NH2:22][S:23]([OH:24])(=[O:25])=[O:26].[NH2:5][c:6]1[c:7]([C:8](=[O:9])[O:10][CH3:11])[cH:12][cH:13][c:14]([Cl:16])[cH:15]1.[Na+:4].[OH2:33].[Pd:34].[S:17](=[O:18])(=[O:19])([OH:20])[OH:21]>>[c:6]1([CH:29]=[CH:28][C:27](=[O:30])[O:31][CH3:32])[c:7]([C:8](=[O:9])[O:10][CH3:11])[cH:12][cH:13][c:14]([Cl:16])[cH:15]1. Starting materials: [Mg] (magnesium), ClCC=1C(=CC=CC1)C (α-chloro-orthoxylene), ClCC=1C(=CC=CC1)C (α-chloro-orthoxylene). The solvent is CCOCC (ether), C(C)OCC (ethyl ether). Conditions: temperature 35 celsius. Product: [Mg].ClCC=1C(=CC=CC1)C (α-chloro-orthoxylene magnesium). As a reaction SMILES: [Cl:1][CH2:2][C:3]1[C:4]([CH3:9])=[CH:5][CH:6]=[CH:7][CH:8]=1.[Mg:10]>CCOCC>[Mg:10].[Cl:1][CH2:2][C:3]1[C:4]([CH3:9])=[CH:5][CH:6]=[CH:7][CH:8]=1 |f:3.4|. Procedure details: 20 ml of ethyl ether and 0.2 ml of α-chloro-orthoxylene were added under nitrogen with stirring to 5.5 g of magnesium turnings and then over an hour, a solution of 32 ml of α-chloro-orthoxylene in 250 ml of ether was added dropwise so as to maintain the temperature at 35° C. After stirring for an hour, a solution of 0.5 M/l of α-chloro-orthoxylene magnesium was obtained. Starting materials: Cl.C1(CCCC1)N1CC2(CCC1)OC1=CC=C(C=C1C(C2)=O)/C=C/C(=O)NO ((E)-3-(1′-cyclopentyl-4-oxospiro[chroman-2,3′-piperidine]-6-yl)-N-hydroxyacrylamide hydrochloride), Cl.NO (hydroxylamine hydrochloride), N1=CC=CC=C1 (pyridine). Solvent: C(C)O (ethanol). Run at temperature 80 celsius. The product is C1(CCCC1)N1CC2(CCC1)OC1=CC=C(C=C1C(C2)=NO)/C=C/C(=O)NO ((E)-3-(1′-Cyclopentyl-4-(hydroxyimino)spiro[chroman-2,3′-piperidine]-6-yl)-N-hydroxyacrylamide). Yield: 12.6%. RXN SMILES: Cl.[CH:2]1([N:7]2[CH2:12][CH2:11][CH2:10][C:9]3([CH2:21][C:20](=O)[C:19]4[C:14](=[CH:15][CH:16]=[C:17](/[CH:23]=[CH:24]/[C:25]([NH:27][OH:28])=[O:26])[CH:18]=4)[O:13]3)[CH2:8]2)[CH2:6][CH2:5][CH2:4][CH2:3]1.Cl.[NH2:30][OH:31].N1C=CC=CC=1>C(O)C>[CH:2]1([N:7]2[CH2:12][CH2:11][CH2:10][C:9]3([CH2:21][C:20](=[N:30][OH:31])[C:19]4[C:14](=[CH:15][CH:16]=[C:17](/[CH:23]=[CH:24]/[C:25]([NH:27][OH:28])=[O:26])[CH:18]=4)[O:13]3)[CH2:8]2)[CH2:3][CH2:4][CH2:5][CH2:6]1 |f:0.1,2.3|. Procedure details: A mixture of (E)-3-(1′-cyclopentyl-4-oxospiro[chroman-2,3′-piperidine]-6-yl)-N-hydroxyacrylamide hydrochloride (80 mg, 0.197 mmol), hydroxylamine hydrochloride (27.3 mg, 0.393 mmol) and pyridine (0.032 ml, 0.393 mmol) in ethanol (2 ml) was heated at 80° C. The solvent was removed in vacuo and the crude was purified by preparative LC-MS to give the title compound (9.56 mg) as trifluoroacetate Reactants: CN(C)Cc1ccccc1N1CCN(C(=O)OC(C)(C)C)CC1, ClCCl, O=C(O)C(F)(F)F. Product: CN(C)Cc1ccccc1N1CCNCC1. Reaction SMILES: [CH3:1][N:2]([CH3:3])[CH2:4][c:5]1[c:6]([N:11]2[CH2:12][CH2:13][N:14]([C:17]([O:18][C:19]([CH3:20])([CH3:21])[CH3:22])=[O:23])[CH2:15][CH2:16]2)[cH:7][cH:8][cH:9][cH:10]1.[Cl:31][CH2:32][Cl:33].[F:24][C:25]([F:26])([F:27])[C:28]([OH:29])=[O:30]>>[CH3:1][N:2]([CH3:3])[CH2:4][c:5]1[c:6]([N:11]2[CH2:12][CH2:13][NH:14][CH2:15][CH2:16]2)[cH:7][cH:8][cH:9][cH:10]1.